This data is from the Open Reaction Database (ORD), a public repository of structured organic reaction records. The task is: describe an organic reaction: reactants, conditions, products, and yield The reactants are FC(C=1C=C(CN2C(C3=C(OCCC2)N=C(C=C3C3=CC=C(C=C3)F)Cl)=O)C=C(C1)C(F)(F)F)(F)F (5-[3,5-bis(trifluoromethyl)benzyl]-9-chloro-7-(4-fluorophenyl)-6-oxo-2,3,4,5-tetrahydro-6H-pyrido[2,3-b][1,5]oxazocine), C(C)(C)(C)OC(=O)N1CCNCC1 (1-(t-butoxycarbonyl)piperazine), CS(=O)(=O)Cl (methylsulfonyl chloride). Product: FC(C=1C=C(CN2C(C3=C(OCCC2)N=C(C=C3C3=CC=C(C=C3)F)N3CCN(CC3)S(=O)(=O)C)=O)C=C(C1)C(F)(F)F)(F)F (5-[3,5-bis(trifluoromethyl)benzyl]-7-(4-fluorophenyl)-9-[4-(methylsulfonyl)piperazine-1-yl]-6-oxo-2,3,4,5-tetrahydro-6H-pyrido[2,3-b][1,5]oxazocine). Isolated yield 24.0%. As a reaction SMILES: [F:1][C:2]([F:36])([F:35])[C:3]1[CH:4]=[C:5]([CH:28]=[C:29]([C:31]([F:34])([F:33])[F:32])[CH:30]=1)[CH2:6][N:7]1[CH2:14][CH2:13][CH2:12][O:11][C:10]2[N:15]=[C:16](Cl)[CH:17]=[C:18]([C:19]3[CH:24]=[CH:23][C:22]([F:25])=[CH:21][CH:20]=3)[C:9]=2[C:8]1=[O:27].C(OC([N:44]1[CH2:49][CH2:48][NH:47][CH2:46][CH2:45]1)=O)(C)(C)C.[CH3:50][S:51](Cl)(=[O:53])=[O:52]>>[F:1][C:2]([F:36])([F:35])[C:3]1[CH:4]=[C:5]([CH:28]=[C:29]([C:31]([F:34])([F:33])[F:32])[CH:30]=1)[CH2:6][N:7]1[CH2:14][CH2:13][CH2:12][O:11][C:10]2[N:15]=[C:16]([N:47]3[CH2:48][CH2:49][N:44]([S:51]([CH3:50])(=[O:53])=[O:52])[CH2:45][CH2:46]3)[CH:17]=[C:18]([C:19]3[CH:24]=[CH:23][C:22]([F:25])=[CH:21][CH:20]=3)[C:9]=2[C:8]1=[O:27]. Procedure: In a similar manner to Example 6, 5-[3,5-bis(trifluoromethyl)benzyl]-9-chloro-7-(4-fluorophenyl)-6-oxo-2,3,4,5-tetrahydro-6H-pyrido[2,3-b][1,5]oxazocine (compound of Reference Example 16; 80.0 mg) was reacted with 1-(t-butoxycarbonyl)piperazine (70.0 mg) and methylsulfonyl chloride (60 μL) to obtain 5-[3,5-bis(trifluoromethyl)benzyl]-7-(4-fluorophenyl)-9-[4-(methylsulfonyl)piperazine-1-yl]-6-oxo-2,3,4,5-tetrahydro-6H-pyrido[2,3-b][1,5]oxazocine (23.5 mg, 24%). The reactants are C([O-])(O)=O.[Na+] (sodium bicarbonate), C(C)(C)(C)OCC1CCC(N(C1)S(=O)(=O)C)CO ((2RS,5RS)-(5-tert-butoxymethyl-1-methanesulfonyl -piperidin-2-yl)-methanol), ClC(C(OCC1=CC=CC=C1)=N)(Cl)Cl (benzyl 2,2,2-trichloroacetimidate), FC(S(=O)(=O)O)(F)F (trifluoromethanesulphonic acid). Run in ClCCl (dichloromethane), C1CCCCC1 (cyclohexane). Run at time 1 hour. Product: C(C1=CC=CC=C1)OCC1N(CC(CC1)COC(C)(C)C)S(=O)(=O)C ((2RS,5RS)-2-benzyloxymethyl-5-tert-butoxymethyl-1-methanesulfonyl-piperidine). The yield is 97.2%. As a reaction SMILES: [C:1]([O:5][CH2:6][CH:7]1[CH2:12][N:11]([S:13]([CH3:16])(=[O:15])=[O:14])[CH:10]([CH2:17][OH:18])[CH2:9][CH2:8]1)([CH3:4])([CH3:3])[CH3:2].ClC(Cl)(Cl)C(=N)O[CH2:23][C:24]1[CH:29]=[CH:28][CH:27]=[CH:26][CH:25]=1.FC(F)(F)S(O)(=O)=O.C(=O)(O)[O-].[Na+]>ClCCl.C1CCCCC1>[CH2:23]([O:18][CH2:17][CH:10]1[CH2:9][CH2:8][CH:7]([CH2:6][O:5][C:1]([CH3:4])([CH3:3])[CH3:2])[CH2:12][N:11]1[S:13]([CH3:16])(=[O:15])=[O:14])[C:24]1[CH:29]=[CH:28][CH:27]=[CH:26][CH:25]=1 |f:3.4|. Reported procedure: (6-ring): To a solution of (2RS,5RS)-(5-tert-butoxymethyl-1-methanesulfonyl -piperidin-2-yl)-methanol (2.80 g) in dichloromethane (20 ml) and cyclohexane (30 ml) was added benzyl 2,2,2-trichloroacetimidate (3.03 g) and trifluoromethanesulphonic acid (0.2 ml). The reaction mixture was stirred 1 h at room temperature, poured onto a saturated sodium bicarbonate solution and extracted with EtOAc. The organic phase was washed with brine, dried over magnesium sulphate and concentrated. The residue was... Starting materials: CO, CC(=O)O, CCCCCCCNC(=O)N(C)c1cccc(-c2ccc(CC(OCC3CC3)C(=O)OC)cc2)c1, [Na+], C1CCOC1, [OH-], O. Yields the product CCCCCCCNC(=O)N(C)c1cccc(-c2ccc(CC(OCC3CC3)C(=O)O)cc2)c1. Reaction SMILES: [CH3:38][OH:39].[CH3:46][C:47](=[O:48])[OH:49].[CH:3]1([CH2:6][O:7][CH:8]([C:9](=[O:10])[O:11][CH3:12])[CH2:13][c:14]2[cH:15][cH:16][c:17](-[c:20]3[cH:21][c:22]([N:26]([C:27](=[O:28])[NH:29][CH2:30][CH2:31][CH2:32][CH2:33][CH2:34][CH2:35][CH3:36])[CH3:37])[cH:23][cH:24][cH:25]3)[cH:18][cH:19]2)[CH2:4][CH2:5]1.[Na+:2].[O:40]1[CH2:41][CH2:42][CH2:43][CH2:44]1.[OH-:1].[OH2:45]>>[CH:3]1([CH2:6][O:7][CH:8]([C:9](=[O:10])[OH:11])[CH2:13][c:14]2[cH:15][cH:16][c:17](-[c:20]3[cH:21][c:22]([N:26]([C:27](=[O:28])[NH:29][CH2:30][CH2:31][CH2:32][CH2:33][CH2:34][CH2:35][CH3:36])[CH3:37])[cH:23][cH:24][cH:25]3)[cH:18][cH:19]2)[CH2:4][CH2:5]1. The reactants are Cl (HCl), COC=1C=C2C=CC=NC2=C(N1)N1CCNCC1 (6-methoxy-8-piperazin-1-yl-[1,7]naphthyridine), C(#N)C=1C=C2C(=CN(C2=CC1)C)C1CCC(CC1)=O (4-(5-cyano-1-methyl-1H-indol-3-yl)-cyclohexanone), C(C)(=O)O[BH-](OC(C)=O)OC(C)=O.[Na+] (sodium triacetoxyborohydride), C(C)(=O)O (acetic acid). Solvent: ClC(C)Cl (dichloroethane), CCOC(=O)C (EtOAc). Run at time 8 hour. Yields the product COC=1C=C2C=CC=NC2=C(N1)N1CCN(CC1)[C@H]1CC[C@H](CC1)C1=CN(C2=CC=C(C=C12)C#N)C ((Cis)-3-{4-[4-(6-methoxy[1,7]naphthyridin-8-yl)piperazin-1-yl]cyclohexyl}-1-methyl-1H-indole-5-carbonitrile). RXN SMILES: [CH3:1][O:2][C:3]1[CH:4]=[C:5]2[C:10](=[C:11]([N:13]3[CH2:18][CH2:17][NH:16][CH2:15][CH2:14]3)[N:12]=1)[N:9]=[CH:8][CH:7]=[CH:6]2.[C:19]([C:21]1[CH:22]=[C:23]2[C:27](=[CH:28][CH:29]=1)[N:26]([CH3:30])[CH:25]=[C:24]2[CH:31]1[CH2:36][CH2:35][C:34](=O)[CH2:33][CH2:32]1)#[N:20].C(O[BH-](OC(=O)C)OC(=O)C)(=O)C.[Na+].C(O)(=O)C.Cl>ClC(Cl)C.CCOC(C)=O>[CH3:1][O:2][C:3]1[CH:4]=[C:5]2[C:10](=[C:11]([N:13]3[CH2:14][CH2:15][N:16]([C@@H:34]4[CH2:33][CH2:32][C@H:31]([C:24]5[C:23]6[C:27](=[CH:28][CH:29]=[C:21]([C:19]#[N:20])[CH:22]=6)[N:26]([CH3:30])[CH:25]=5)[CH2:36][CH2:35]4)[CH2:17][CH2:18]3)[N:12]=1)[N:9]=[CH:8][CH:7]=[CH:6]2 |f:2.3|. Procedure: To a solution of 6-methoxy-8-piperazin-1-yl-[1,7]naphthyridine (250 mg, 1.02 mmol), 4-(5-cyano-1-methyl-1H-indol-3-yl)-cyclohexanone (260 mg, 1.02 mmol), and sodium triacetoxyborohydride (320 mg, 1.53 mmol) in dichloroethane (50 mL) was added acetic acid (0.12 mL, 2.04 mmol) and stirred overnight at room temperature. The reaction was quenched with 1 M NaOH (50 mL) then extracted in CH2Cl2 (1×50 mL) and EtOAc (75 mL). The organic fractions were combined, dried over Na2SO4, concentrated, filtered ...